From a dataset of the Open Reaction Database (ORD), a public repository of structured organic reaction records. describe an organic reaction: reactants, conditions, products, and yield Starting materials: 5,7,8-tetramethyl-H-1-benzopyran, C(#C)[C@@]1(OC2=C(CC1)C(=C(C(=C2C)C)O)C)C ((R)-(-)-2-ethynyl-3,4-dihydro-2,5,7,8-tetramethyl-2H-1-benzopyran-6-ol), C(Cl)(Cl)Cl (CHCl3). The product is C(#C)[C@@]1(OC2=C(CC1)C(=C(C(=C2C)C)OC)C)C ((R)-(-)-2-Ethynyl-3,4-dihydro-6-methoxy-2,5,7,8-tetramethyl-2H-1-benzopyran). Reaction SMILES: [C:1]([C@@:3]1([CH3:17])[CH2:8][CH2:7][C:6]2[C:9]([CH3:16])=[C:10]([OH:15])[C:11]([CH3:14])=[C:12]([CH3:13])[C:5]=2[O:4]1)#[CH:2].[CH:18](Cl)(Cl)Cl>>[C:1]([C@@:3]1([CH3:17])[CH2:8][CH2:7][C:6]2[C:9]([CH3:16])=[C:10]([O:15][CH3:18])[C:11]([CH3:14])=[C:12]([CH3:13])[C:5]=2[O:4]1)#[CH:2]. Reported procedure: By the same procedure as described in Example 28 (R)-2-ethynyl-3,4-dihydro-6-methoxy-,5,7,8-tetramethyl-H-1-benzopyran was prepared from (R)-(-)-2-ethynyl-3,4-dihydro-2,5,7,8-tetramethyl-2H-1-benzopyran-6-ol. This product was produced as white prisms=93°-95° C. [α]D25 -57.14°, (C 0.28, CHCl3). The reactants are C(C)(C)(C)C=1C=C(C=CC1O)Br (3-tert-butyl-4-hydroxybromobenzene), ICCCCCC (1-iodohexane). Yields the product C(C)(C)(C)C=1C=C(C=CC1OCCCCCC)Br (3-tert-butyl-4-hexyloxybromobenzene). The yield is 95.8%. RXN SMILES: [C:1]([C:5]1[CH:6]=[C:7]([Br:12])[CH:8]=[CH:9][C:10]=1[OH:11])([CH3:4])([CH3:3])[CH3:2].I[CH2:14][CH2:15][CH2:16][CH2:17][CH2:18][CH3:19]>>[C:1]([C:5]1[CH:6]=[C:7]([Br:12])[CH:8]=[CH:9][C:10]=1[O:11][CH2:14][CH2:15][CH2:16][CH2:17][CH2:18][CH3:19])([CH3:4])([CH3:2])[CH3:3]. Procedure details: Following the basic procedure of Example 46(a), by reacting 4.58 g (0.02 mol) of 3-tert-butyl-4-hydroxybromobenzene with 3.3 ml (0.022 mol) of 1-iodohexane, 6 g (97%) of 3-tert-butyl-4-hexyloxybromobenzene were obtained in the form of a colorless oil. The reactants are C=Cc1ccccc1, CCCCCC, CO, Cl[Cu], O, Cl[Pd]Cl. Product: CC(=O)c1ccccc1. As a reaction SMILES: [CH2:1]=[CH:2][c:3]1[cH:4][cH:5][cH:6][cH:7][cH:8]1.[CH3:17][CH2:18][CH2:19][CH2:20][CH2:21][CH3:22].[CH3:9][OH:10].[Cu:15][Cl:16].[OH2:11].[Pd:12]([Cl:13])[Cl:14]>>[CH3:1][C:2]([c:3]1[cH:4][cH:5][cH:6][cH:7][cH:8]1)=[O:10]. The reactants are C#Cc1csc(C2CCN(C(=O)Cn3nc(C(F)(F)F)cc3C)CC2)n1, CN([SiH](C)C)[Si](C)(C)C, C[Si](C)(C)Cl, [Cl-], [Li], [NH4+], C1CCOC1. Product: Cc1cc(C(F)(F)F)nn1CC(=O)N1CCC(c2nc(C#C[Si](C)(C)C)cs2)CC1. RXN SMILES: [C:1](#[CH:2])[c:3]1[n:4][c:5]([CH:8]2[CH2:9][CH2:10][N:11]([C:14]([CH2:15][n:16]3[n:17][c:18]([C:22]([F:23])([F:24])[F:25])[cH:19][c:20]3[CH3:21])=[O:26])[CH2:12][CH2:13]2)[s:6][cH:7]1.[CH3:27][SiH:28]([CH3:29])[N:34]([Si:30]([CH3:31])([CH3:32])[CH3:33])[CH3:35].[CH3:37][Si:38]([Cl:39])([CH3:40])[CH3:41].[Cl-:42].[Li:36].[NH4+:43].[O:44]1[CH2:45][CH2:46][CH2:47][CH2:48]1>>[C:1](#[C:2][Si:30]([CH3:31])([CH3:32])[CH3:33])[c:3]1[n:4][c:5]([CH:8]2[CH2:9][CH2:10][N:11]([C:14]([CH2:15][n:16]3[n:17][c:18]([C:22]([F:23])([F:24])[F:25])[cH:19][c:20]3[CH3:21])=[O:26])[CH2:12][CH2:13]2)[s:6][cH:7]1. Reactants: CC(C)(C)OC(=O)CBr, O=C([O-])[O-], CC(C)=O, [K+], [K+], O=C(OCc1ccccc1)c1ccc(O)cc1. The product is CC(C)(C)OC(=O)COc1ccc(C(=O)OCc2ccccc2)cc1. Reaction SMILES: [Br:24][CH2:25][C:26](=[O:27])[O:28][C:29]([CH3:30])([CH3:31])[CH3:32].[C:18](=[O:19])([O-:20])[O-:21].[CH3:33][C:34](=[O:35])[CH3:36].[K+:22].[K+:23].[OH:1][c:2]1[cH:3][cH:4][c:5]([C:6](=[O:7])[O:8][CH2:9][c:10]2[cH:11][cH:12][cH:13][cH:14][cH:15]2)[cH:16][cH:17]1>>[O:1]([c:2]1[cH:3][cH:4][c:5]([C:6](=[O:7])[O:8][CH2:9][c:10]2[cH:11][cH:12][cH:13][cH:14][cH:15]2)[cH:16][cH:17]1)[CH2:25][C:26](=[O:27])[O:28][C:29]([CH3:30])([CH3:31])[CH3:32].